This data is from the Open Reaction Database (ORD), a public repository of structured organic reaction records. The task is: describe an organic reaction: reactants, conditions, products, and yield Reactants: polyphosphoric acid ethyl ester, CC(=CCC/C(=C/CC/C(=C/CC/C(=C/CC/C(=C/CC/C(=C/CC/C(=C/CC/C(=C/CC/C(=C/CO)/C)/C)/C)/C)/C)/C)/C)/C)C (solanesol), C(O)([O-])=O.[Na+] (sodium hydrogencarbonate), polyphosphoric acid ester, C(CCCCCCCCCCCCCCCCC)(=O)O (stearic acid), white solid. Run in C(Cl)(Cl)Cl (chloroform), O (water). Reaction conditions: time 4 hour. Yields the product C(CCCCCCCCCCCCCCCCC)(=O)OCC=C(CCC=C(CCC=C(CCC=C(CCC=C(CCC=C(CCC=C(CCC=C(CCC=C(C)C)C)C)C)C)C)C)C)C (3,7,11,15,19,23,27,31,35-Nonamethyl-2,6,10,14,18,22,26,30,34-hexatriacontanonaenyl stearate). As a reaction SMILES: [CH3:1][C:2]([CH3:46])=[CH:3][CH2:4][CH2:5]/[C:6](/[CH3:45])=[CH:7]/[CH2:8][CH2:9]/[C:10](/[CH3:44])=[CH:11]/[CH2:12][CH2:13]/[C:14](/[CH3:43])=[CH:15]/[CH2:16][CH2:17]/[C:18](/[CH3:42])=[CH:19]/[CH2:20][CH2:21]/[C:22](/[CH3:41])=[CH:23]/[CH2:24][CH2:25]/[C:26](/[CH3:40])=[CH:27]/[CH2:28][CH2:29]/[C:30](/[CH3:39])=[CH:31]/[CH2:32][CH2:33]/[C:34](/[CH3:38])=[CH:35]/[CH2:36][OH:37].[C:47](O)(=[O:65])[CH2:48][CH2:49][CH2:50][CH2:51][CH2:52][CH2:53][CH2:54][CH2:55][CH2:56][CH2:57][CH2:58][CH2:59][CH2:60][CH2:61][CH2:62][CH2:63][CH3:64].C(=O)([O-])O.[Na+]>C(Cl)(Cl)Cl.O>[C:47]([O:37][CH2:36][CH:35]=[C:34]([CH3:38])[CH2:33][CH2:32][CH:31]=[C:30]([CH3:39])[CH2:29][CH2:28][CH:27]=[C:26]([CH3:40])[CH2:25][CH2:24][CH:23]=[C:22]([CH3:41])[CH2:21][CH2:20][CH:19]=[C:18]([CH3:42])[CH2:17][CH2:16][CH:15]=[C:14]([CH3:43])[CH2:13][CH2:12][CH:11]=[C:10]([CH3:44])[CH2:9][CH2:8][CH:7]=[C:6]([CH3:45])[CH2:5][CH2:4][CH:3]=[C:2]([CH3:46])[CH3:1])(=[O:65])[CH2:48][CH2:49][CH2:50][CH2:51][CH2:52][CH2:53][CH2:54][CH2:55][CH2:56][CH2:57][CH2:58][CH2:59][CH2:60][CH2:61][CH2:62][CH2:63][CH3:64] |f:2.3|. Reported procedure: 16 Grams of solanesol, 7.5 g. of stearic acid and 10 g. of polyphosphoric acid ethyl ester were dissolved in 40 ml of chloroform and the solution was refluxed under stirring for 4 hours. After completion of the reaction, the reaction product was poured in water and added with about 10 g. of sodium hydrogencarbonate to decompose the polyphosphoric acid ester. After extraction with ether, the ether layer was washed with water and subjected to distillation under reduced pressure. The residual oily ... Starting materials: COC(=O)CC1CCC(CN2CCCC(N(Cc3cc(C(F)(F)F)cc(C(F)(F)F)c3)c3nnn(C)n3)c3cc(C)c(C(F)(F)F)c(C)c32)CC1, CO, [Na+], [OH-]. The product is Cc1cc2c(c(C)c1C(F)(F)F)N(CC1CCC(CC(=O)O)CC1)CCCC2N(Cc1cc(C(F)(F)F)cc(C(F)(F)F)c1)c1nnn(C)n1. RXN SMILES: [CH3:1][O:2][C:3]([CH2:4][CH:5]1[CH2:6][CH2:7][CH:8]([CH2:11][N:12]2[c:13]3[c:14]([cH:41][c:42]([CH3:50])[c:43]([C:46]([F:47])([F:48])[F:49])[c:44]3[CH3:45])[CH:15]([N:19]([c:20]3[n:21][n:22][n:23]([CH3:25])[n:24]3)[CH2:26][c:27]3[cH:28][c:29]([C:37]([F:38])([F:39])[F:40])[cH:30][c:31]([C:33]([F:34])([F:35])[F:36])[cH:32]3)[CH2:16][CH2:17][CH2:18]2)[CH2:9][CH2:10]1)=[O:51].[CH3:54][OH:55].[Na+:53].[OH-:52]>>[O:2]=[C:3]([CH2:4][CH:5]1[CH2:6][CH2:7][CH:8]([CH2:11][N:12]2[c:13]3[c:14]([cH:41][c:42]([CH3:50])[c:43]([C:46]([F:47])([F:48])[F:49])[c:44]3[CH3:45])[CH:15]([N:19]([c:20]3[n:21][n:22][n:23]([CH3:25])[n:24]3)[CH2:26][c:27]3[cH:28][c:29]([C:37]([F:38])([F:39])[F:40])[cH:30][c:31]([C:33]([F:34])([F:35])[F:36])[cH:32]3)[CH2:16][CH2:17][CH2:18]2)[CH2:9][CH2:10]1)[OH:51]. Starting materials: COc1ccc(CCl)cc1, CCO, [Na+], [OH-], O, Oc1cc(C(F)(F)F)nc(S)n1. The product is COc1ccc(CSc2nc(O)cc(C(F)(F)F)n2)cc1. As a reaction SMILES: [CH3:15][O:16][c:17]1[cH:18][cH:19][c:20]([CH2:21][Cl:22])[cH:23][cH:24]1.[CH3:25][CH2:26][OH:27].[Na+:14].[OH-:13].[OH2:28].[OH:1][c:2]1[n:3][c:4]([SH:12])[n:5][c:6]([C:8]([F:9])([F:10])[F:11])[cH:7]1>>[OH:1][c:2]1[n:3][c:4]([S:12][CH2:21][c:20]2[cH:19][cH:18][c:17]([O:16][CH3:15])[cH:24][cH:23]2)[n:5][c:6]([C:8]([F:9])([F:10])[F:11])[cH:7]1. Reported procedure: A mixture of 4-hydroxy-3-methoxy-benzyl alcohol (17.4 g) and sodium cyanide (6.6 g) in dimethylformamide (250 ml) is stirred under an atmosphere of nitrogen for 3 hours at +120° C. The mixture is then cooled to +60° C. and toluene-4-sulfonic acid 3-phenyl-prop-2-ynyl ester (39 g) in dimethylformamid (50 ml)is added during 5 minutes. It is stirred at +65° C. for another 4 hours. Upon cooling water (800 ml) is added. The mixture is extracted with ethyl acetate (2×500 ml). The organic phases are wa... The product is COC=1C=C(C=CC1OCC#CC1=CC=CC=C1)CC#N ([3-Methoxy-4-(3-phenyl-prop-2-ynyloxy)-phenyl]-acetonitrile). Starting materials: C1(=CC=CC=C1)C#CCOS(=O)(=O)C1=CC=C(C=C1)C (toluene-4-sulfonic acid 3-phenyl-prop-2-ynyl ester), O (water), OC1=C(C=C(CO)C=C1)OC (4-hydroxy-3-methoxy-benzyl alcohol), [C-]#N.[Na+] (sodium cyanide). RXN SMILES: [OH:1][C:2]1[CH:9]=[CH:8][C:5]([CH2:6]O)=[CH:4][C:3]=1[O:10][CH3:11].[C-:12]#[N:13].[Na+].[C:15]1([C:21]#[C:22][CH2:23]OS(C2C=CC(C)=CC=2)(=O)=O)[CH:20]=[CH:19][CH:18]=[CH:17][CH:16]=1.O>CN(C)C=O>[CH3:11][O:10][C:3]1[CH:4]=[C:5]([CH2:6][C:12]#[N:13])[CH:8]=[CH:9][C:2]=1[O:1][CH2:23][C:22]#[C:21][C:15]1[CH:20]=[CH:19][CH:18]=[CH:17][CH:16]=1 |f:1.2|. Run at time 3 hour. Solvent: CN(C=O)C (dimethylformamid), CN(C=O)C (dimethylformamide). Reactants: CO, Cl, [Li+], CCOC(=O)c1nn(C)c2c1CCc1cnc(Nc3ccccc3)nc1-2, C1CCOC1, [OH-], O, O, O. Product: Cn1nc(C(=O)O)c2c1-c1nc(Nc3ccccc3)ncc1CC2. Reaction SMILES: [CH3:33][OH:34].[ClH:30].[Li+:29].[NH:1]([c:2]1[cH:3][cH:4][cH:5][cH:6][cH:7]1)[c:8]1[n:9][c:10]2[c:15]([cH:16][n:17]1)[CH2:14][CH2:13][c:12]1[c:11]-2[n:20]([CH3:21])[n:19][c:18]1[C:22](=[O:23])[O:24][CH2:25][CH3:26].[O:35]1[CH2:36][CH2:37][CH2:38][CH2:39]1.[OH-:28].[OH2:27].[OH2:31].[OH2:32]>>[NH:1]([c:2]1[cH:3][cH:4][cH:5][cH:6][cH:7]1)[c:8]1[n:9][c:10]2[c:15]([cH:16][n:17]1)[CH2:14][CH2:13][c:12]1[c:11]-2[n:20]([CH3:21])[n:19][c:18]1[C:22](=[O:23])[OH:24]. As a reaction SMILES: [F:1][C:2]1[CH:10]=[C:9]2[C:5]([C:6](=[O:12])[C:7](=[O:11])[NH:8]2)=[CH:4][CH:3]=1.Cl[C:14]1[CH:22]=[CH:21][CH:20]=[C:19]2[C:15]=1[C:16](=O)[C:17](=O)N2>>[C:15]1([CH:16]([C:17]2[CH:9]=[CH:10][CH:2]=[CH:3][CH:4]=2)[N:8]2[C:9]3[C:5](=[CH:4][CH:3]=[C:2]([F:1])[CH:10]=3)[C:6](=[O:12])[C:7]2=[O:11])[CH:19]=[CH:20][CH:21]=[CH:22][CH:14]=1. Procedure: Following the procedure as described in PREPARATION 4A, and making non-critical variations using 6-fluoroisatin (Sadler, P. W., J. Org. Chem. (1956), 21(2):169-70) to replace 4-chloroisatin, 1-(diphenylmethyl)-6-fluoro-1H-indole-2,3-dione was obtained (76%): mp 167-169° C. (diethyl ether); 1H NMR (300 MHz, DMSO-d6) δ 7.41-7.27 (m, 11H), 6.77 (s, 1H), 6.30-6.26 (m, 1H), 5.82-5.80 (m, 1H); MS (ES+) m/z 354.1 (M+23). Yields the product C1(=CC=CC=C1)C(N1C(C(C2=CC=C(C=C12)F)=O)=O)C1=CC=CC=C1 (1-(diphenylmethyl)-6-fluoro-1H-indole-2,3-dione). Reactants: 4A, FC1=CC=C2C(C(NC2=C1)=O)=O (6-fluoroisatin), ClC1=C2C(C(NC2=CC=C1)=O)=O (4-chloroisatin). The reactants are C(C1=CC=CC=C1)OC(NCCC=1N(C(C=C(N1)C1=NC=NC=C1)=O)C)=O ([2-(1-methyl-6-oxo-1,6-dihydro-[4,4′]bipyrimidinyl-2-yl)-ethyl]-carbamic acid benzyl ester), Br (hydrobromide). The solvent is C(C)(=O)O (acetic acid). Run at time 2 hour. Yields the product Br.NCCC=1N(C(C=C(N1)C1=NC=NC=C1)=O)C (2-(2-Amino-ethyl)-1-methyl-1H-[4,4′]bipyrimidinyl-6-one hydrobromide). Yield: 97.5%. As a reaction SMILES: C(OC(=O)[NH:10][CH2:11][CH2:12][C:13]1[N:14]([CH3:26])[C:15](=[O:25])[CH:16]=[C:17]([C:19]2[CH:24]=[CH:23][N:22]=[CH:21][N:20]=2)[N:18]=1)C1C=CC=CC=1.[BrH:28]>C(O)(=O)C>[BrH:28].[NH2:10][CH2:11][CH2:12][C:13]1[N:14]([CH3:26])[C:15](=[O:25])[CH:16]=[C:17]([C:19]2[CH:24]=[CH:23][N:22]=[CH:21][N:20]=2)[N:18]=1 |f:3.4|. Procedure details: 0.085 g (0.23 mmol) of [2-(1-methyl-6-oxo-1,6-dihydro-[4,4′]bipyrimidinyl-2-yl)-ethyl]-carbamic acid benzyl ester was dissolved in 0.164 g (1.16 mmol) of hydrobromide acid in acetic acid. The resulting mixture was stirred at room temperature for 2 h. The resulting precipitate was filtered, washed with diethyl ether and dried to afford 0.07 g of a yellow compound. Starting materials: CC1=CC=2C3=C(NC2C=C1)C1CCN(C3)CC1 (9-methyl-3,4,5,6-tetrahydro-1H-2,5-ethanoazepino[4,3-b]indole), BrC=1C=C2C(=NC=NC2=CC1)OC (6-bromo-4-methoxyquinazoline). Yields the product CC1=CC=2C3=C(N(C2C=C1)C=1C=C2C(=NC=NC2=CC1)O)C1CCN(C3)CC1 (6-(9-methyl-1,3,4,5-tetrahydro-6H-2,5-ethanoazepino[4,3-b]indol-6-yl)quinazolin-4-ol). As a reaction SMILES: [CH3:1][C:2]1[CH:10]=[CH:9][C:8]2[NH:7][C:6]3[CH:11]4[CH2:17][CH2:16][N:14]([CH2:15][C:5]=3[C:4]=2[CH:3]=1)[CH2:13][CH2:12]4.Br[C:19]1[CH:20]=[C:21]2[C:26](=[CH:27][CH:28]=1)[N:25]=[CH:24][N:23]=[C:22]2[O:29]C>>[CH3:1][C:2]1[CH:10]=[CH:9][C:8]2[N:7]([C:19]3[CH:20]=[C:21]4[C:26](=[CH:27][CH:28]=3)[N:25]=[CH:24][N:23]=[C:22]4[OH:29])[C:6]3[CH:11]4[CH2:12][CH2:13][N:14]([CH2:15][C:5]=3[C:4]=2[CH:3]=1)[CH2:16][CH2:17]4. Procedure details: The reaction of 9-methyl-3,4,5,6-tetrahydro-1H-2,5-ethanoazepino[4,3-b]indole (136 mg, 0.6 mmol; Example 2B) and 6-bromo-4-methoxyquinazoline (215 mg, 0.9 mmol; ChemBridge) was performed as described in Example 68 to afford the title compound as the major product: 1H NMR (300 MHz, methanol-d4) δ ppm 1.95-2.21 (m, 4H) 2.42 (s, 3H) 2.90-2.97 (m, 1H) 3.09-3.41 (m, 4H) 4.33 (s, 2H) 6.91-6.96 (m, 1H) 6.98-7.03 (m, 1H) 7.21 (s, 1H) 7.74-7.81 (m, 1H) 7.86-7.93 (m, 1H) 8.11 (d, J=3 Hz, 1H) 8.17 (s, 1H);... Reactants: ClC1=C(C=O)C(=CC=C1)F (2-chloro-6-fluorobenzaldehyde), C(C)OC1=C(C(=C(C=C1)B(O)O)C=O)F ((4-ethoxy-3-fluoro-2-formylphenyl)boronic acid), Pd-132, C([O-])([O-])=O.[K+].[K+] (potassium carbonate), C1(=CC=CC=C1)C (toluene). Reagents/catalysts: CCCC[N+](CCCC)(CCCC)CCCC.[Br-] (TBAB). The solvent is O (water), C(C)O (ethanol). The product is C(C)OC=1C(=C(C(=CC1)C=1C(=C(C=CC1)F)C=O)C=O)F (4-ethoxy-3,3′-difluoro-[1,1′-biphenyl]-2,2′-dicarboaldehyde). Isolated yield 84.5%. RXN SMILES: Cl[C:2]1[CH:9]=[CH:8][CH:7]=[C:6]([F:10])[C:3]=1[CH:4]=[O:5].[CH2:11]([O:13][C:14]1[CH:19]=[CH:18][C:17](B(O)O)=[C:16]([CH:23]=[O:24])[C:15]=1[F:25])[CH3:12].C(=O)([O-])[O-].[K+].[K+].C1(C)C=CC=CC=1>CCCC[N+](CCCC)(CCCC)CCCC.[Br-].O.C(O)C>[CH2:11]([O:13][C:14]1[C:15]([F:25])=[C:16]([CH:23]=[O:24])[C:17]([C:2]2[C:3]([CH:4]=[O:5])=[C:6]([F:10])[CH:7]=[CH:8][CH:9]=2)=[CH:18][CH:19]=1)[CH3:12] |f:2.3.4,6.7|. Reported procedure: Under a nitrogen atmosphere, a mixture of 2-chloro-6-fluorobenzaldehyde (84) (50.0 g, 315 mmol), compound (55) (73.5 g, 347 mmol), Pd-132 (made by Johnson Matthey Catalysis and Chiral Technologies) (0.223 g, 0.315 mmol), potassium carbonate (87 g, 631 mmol) and TBAB (20.33 g, 63.1 mmol) was refluxed in a toluene 500 mL)-ethanol (100 mL)-water (500 mL) solvent for 5 hours. The reaction mixture was extracted with 300 mL of toluene three times. Combined organic layers were washed with a saturated a... Run in CN1C(CCC1)=O (1-methyl-2-pyrrolidone). Reaction conditions: temperature 185 celsius, time 30 minute. Reported procedure: A mixture of 2 g of (S)-4-(6-methyloctyloxy)benzoic acid 2-bromo-4-[2-(trans-4-pentylcyclohexyl)ethyl]phenyl ester, 0.5 g of anhydrous copper(I) cyanide and 50 ml of absolute 1-methyl-2-pyrrolidone was heated to 185° C. on a oil-bath for 2 hours. The cooled mixture was subsequently treated with 50 ml of 15% ammonia solution and stirred for 30 minutes. Thereafter, the reaction mixture was extracted three times with 50 ml of diethyl ether each time. The combined organic phases were washed twice wi... RXN SMILES: Br[C:2]1[CH:7]=[C:6]([CH2:8][CH2:9][C@H:10]2[CH2:15][CH2:14][C@H:13]([CH2:16][CH2:17][CH2:18][CH2:19][CH3:20])[CH2:12][CH2:11]2)[CH:5]=[CH:4][C:3]=1[O:21][C:22](=[O:39])[C:23]1[CH:28]=[CH:27][C:26]([O:29][CH2:30][CH2:31][CH2:32][CH2:33][CH2:34][C@@H:35]([CH3:38])[CH2:36][CH3:37])=[CH:25][CH:24]=1.[Cu][C:41]#[N:42].N>CN1CCCC1=O>[C:41]([C:2]1[CH:7]=[C:6]([CH2:8][CH2:9][C@H:10]2[CH2:15][CH2:14][C@H:13]([CH2:16][CH2:17][CH2:18][CH2:19][CH3:20])[CH2:12][CH2:11]2)[CH:5]=[CH:4][C:3]=1[O:21][C:22](=[O:39])[C:23]1[CH:28]=[CH:27][C:26]([O:29][CH2:30][CH2:31][CH2:32][CH2:33][CH2:34][C@@H:35]([CH3:38])[CH2:36][CH3:37])=[CH:25][CH:24]=1)#[N:42]. The reactants are BrC1=C(C=CC(=C1)CC[C@@H]1CC[C@H](CC1)CCCCC)OC(C1=CC=C(C=C1)OCCCCC[C@H](CC)C)=O ((S)-4-(6-methyloctyloxy)benzoic acid 2-bromo-4-[2-(trans-4-pentylcyclohexyl)ethyl]phenyl ester), [Cu]C#N (copper(I) cyanide), N (ammonia). The product is C(#N)C1=C(C=CC(=C1)CC[C@@H]1CC[C@H](CC1)CCCCC)OC(C1=CC=C(C=C1)OCCCCC[C@H](CC)C)=O ((S)-4-(6-methyloctyloxy)benzoic acid 2-cyano-4-[2-(trans-4-pentylcyclohexyl)ethyl]phenyl ester). Yield: 5.5%.